This data is from the Open Reaction Database (ORD), a public repository of structured organic reaction records. The task is: describe an organic reaction: reactants, conditions, products, and yield The reactants are ClC1=C(OC=2C=CC(=C(C(=O)NS(=O)(=O)C)C2)[N+](=O)[O-])C=CC(=C1)C(F)(F)F (5-[2-chloro-4-(trifluoromethyl)phenoxy]-2-nitro-N-methanesulfonyl benzamide), [O-]Cl.[Na+] (NaClO). Yields the product ClN(C(C1=C(C=CC(=C1)OC1=C(C=C(C=C1)C(F)(F)F)Cl)[N+](=O)[O-])=O)S(=O)(=O)C (N-chloro-5-[2-chloro-4-(trifluoromethyl)phenoxy]-2-nitro-N-methanesulfonyl benzamide). RXN SMILES: [Cl:1][C:2]1[CH:24]=[C:23]([C:25]([F:28])([F:27])[F:26])[CH:22]=[CH:21][C:3]=1[O:4][C:5]1[CH:6]=[CH:7][C:8]([N+:18]([O-:20])=[O:19])=[C:9]([CH:17]=1)[C:10]([NH:12][S:13]([CH3:16])(=[O:15])=[O:14])=[O:11].[O-][Cl:30].[Na+]>>[Cl:30][N:12]([S:13]([CH3:16])(=[O:15])=[O:14])[C:10](=[O:11])[C:9]1[CH:17]=[C:5]([O:4][C:3]2[CH:21]=[CH:22][C:23]([C:25]([F:27])([F:26])[F:28])=[CH:24][C:2]=2[Cl:1])[CH:6]=[CH:7][C:8]=1[N+:18]([O-:20])=[O:19] |f:1.2|. Reported procedure: 5-[2-chloro-4-(trifluoromethyl)phenoxy]-2-nitro-N-methanesulfonyl benzamide, m.p. 215°-218° C. was chlorinated with "Clorox" (aqueous NaClO), following procedure I, to yield a product, m.p. 160°-161° (crystallizes from chloroform/ether).